From a dataset of the Open Reaction Database (ORD), a public repository of structured organic reaction records. describe an organic reaction: reactants, conditions, products, and yield Reactants: B#B (diborane), solution, C(=O)(O)C1=NC=C([N+](=C1)[O-])C (2-carboxy-5-methyl-pyrazine-4-oxide), C(=O)([O-])[O-].[K+].[K+] (potash), C(C)O (ethanol). The solvent is O1CCCC1 (tetrahydrofuran), COCCOCCOC (diethylene glycol dimethyl ether). Run at temperature 0 celsius. Product: OCC1=NC=C([N+](=C1)[O-])C (2-hydroxymethyl-5-methyl-pyrazine-4-oxide). The yield is 88.0%. As a reaction SMILES: [C:1]([C:4]1[CH:9]=[N+:8]([O-:10])[C:7]([CH3:11])=[CH:6][N:5]=1)(O)=[O:2].B#B.C(O)C.C([O-])([O-])=O.[K+].[K+]>COCCOCCOC.O1CCCC1>[OH:2][CH2:1][C:4]1[CH:9]=[N+:8]([O-:10])[C:7]([CH3:11])=[CH:6][N:5]=1 |f:3.4.5|. Procedure: Method B--To a solution of 2-carboxy-5-methyl-pyrazine-4-oxide (1.5 g) in diethylene glycol dimethyl ether (80 ml) addition was made at 0° C. under an atmosphere of nitrogen of a solution (1 M) of diborane in tetrahydrofuran (30 ml). To the reaction mixture maintained for 3 hours at 0° C. and 1 hour at room temperature, cautious addition was made of ethanol (50 ml) and then of a 0.5 M solution of alcoholic potash (25 ml). The resultant solution after evaporation at reduced pressure was taken up ...